describe an organic reaction: reactants, conditions, products, and yield From a dataset of the Open Reaction Database (ORD), a public repository of structured organic reaction records. Starting materials: O=[N+]([O-])c1cnc(OCc2ccccc2)c(-c2ccccc2)c1, CCO, Cl. Product: Nc1cnc(OCc2ccccc2)c(-c2ccccc2)c1. RXN SMILES: [CH2:1]([c:2]1[cH:3][cH:4][cH:5][cH:6][cH:7]1)[O:8][c:9]1[n:10][cH:11][c:12]([N+:21]([O-:22])=[O:23])[cH:13][c:14]1-[c:15]1[cH:16][cH:17][cH:18][cH:19][cH:20]1.[CH3:24][CH2:25][OH:26].[ClH:27]>>[CH2:1]([c:2]1[cH:3][cH:4][cH:5][cH:6][cH:7]1)[O:8][c:9]1[n:10][cH:11][c:12]([NH2:21])[cH:13][c:14]1-[c:15]1[cH:16][cH:17][cH:18][cH:19][cH:20]1. Reactants: [N+](=O)([O-])C1=C(N=CN1)C(NCC=C)=O (5-nitro-4- allylcarbamoylimidazole). The reagents and catalysts are [Cl-].[Cl-].[Ti+2] (titanous chloride). Yields the product NC1=C(N=CN1)C(NCC=C)=O (5-amino-4-allylcarbamoylimidazole). As a reaction SMILES: [N+:1]([C:4]1[NH:8][CH:7]=[N:6][C:5]=1[C:9](=[O:14])[NH:10][CH2:11][CH:12]=[CH2:13])([O-])=O>[Cl-].[Cl-].[Ti+2]>[NH2:1][C:4]1[NH:8][CH:7]=[N:6][C:5]=1[C:9](=[O:14])[NH:10][CH2:11][CH:12]=[CH2:13] |f:1.2.3|. Procedure: The 5-amino-4-allylcarbamoylimidazole was prepared from 5-nitro-4- allylcarbamoylimidazole (m.p. 218°-220C.) by reduction by means of titanous chloride. Reactants: C1COCCN1, CS(C)=O, CCOC(C)=O, CC(C)COc1c(C#N)c(-c2ccc(Cl)cc2Cl)cn2c(-c3ccc(F)nc3)cnc12. Yields the product CC(C)COc1c(C#N)c(-c2ccc(Cl)cc2Cl)cn2c(-c3ccc(N4CCOCC4)nc3)cnc12. RXN SMILES: [CH2:32]1[CH2:33][O:34][CH2:35][CH2:36][NH:37]1.[CH3:38][S:39]([CH3:40])=[O:41].[CH3:42][CH2:43][O:44][C:45]([CH3:46])=[O:47].[Cl:1][c:2]1[c:3](-[c:9]2[c:10]([C:30]#[N:31])[c:11]([O:25][CH2:26][CH:27]([CH3:28])[CH3:29])[c:12]3[n:13]([cH:14]2)[c:15](-[c:18]2[cH:19][n:20][c:21]([F:24])[cH:22][cH:23]2)[cH:16][n:17]3)[cH:4][cH:5][c:6]([Cl:8])[cH:7]1>>[Cl:1][c:2]1[c:3](-[c:9]2[c:10]([C:30]#[N:31])[c:11]([O:25][CH2:26][CH:27]([CH3:28])[CH3:29])[c:12]3[n:13]([cH:14]2)[c:15](-[c:18]2[cH:19][n:20][c:21]([N:37]4[CH2:32][CH2:33][O:34][CH2:35][CH2:36]4)[cH:22][cH:23]2)[cH:16][n:17]3)[cH:4][cH:5][c:6]([Cl:8])[cH:7]1. Reactants: BrC1=CC=CC(OC)=C1. The reagents and catalysts are N=1C=CC=CC1N2B(NC=3C=CC=CC32)B4NC=5C=CC=CC5N4C6=NC=CC=C6, O1B(OC(C)(C)C1(C)C)B2OC(C)(C)C(O2)(C)C, C[OH2+].C[OH2+].C1CC=CCCC=C1.C1CC=CCCC=C1.[Ir].[Ir]. Solvent: O(C)C1CCCC1. Conditions: temperature 100 celsius, time 16 hour. The product is BrC=1C=C(OC)C=C(C1)B2OC(C)(C)C(O2)(C)C. Isolated yield 96.0%. Procedure: The general procedure A was followed using 1-bromo-3-methoxybenzene (62.5 uL, 0.5 mmol) and B2pin2 (126.9 mg, 0.5 mmol, 1.0 eq.) as starting material. The resulting mixture was allowed to stir at 16 hours 100 oC. 5f was obtained as colorless oil (150.3 mg, 96%) after purification by silica gel flash chromatography (EtOAc/PE=1:40 v/v).